Dataset: the Open Reaction Database (ORD), a public repository of structured organic reaction records. Task: describe an organic reaction: reactants, conditions, products, and yield The reactants are C(#N)[BH3-].[Na+] (sodium cyanoborohydride), Cl.ClC1=CC=C(C(=O)NC2(CCNCC2)C#N)C=C1 (4-chloro-N-(4-cyano-piperidin-4-yl)-benzamide hydrochloride), C(C)(=O)O (acetic acid), C(C)N(C(C)C)C(C)C (N-ethyl diisopropylamine), ClC1=C(C=C(C=O)C=C1)OCC (4-chloro-3-ethoxy-benzaldehyde), ClC1=C(C=C(C=O)C=C1)OCC (4-chloro-3-ethoxy-benzaldehyde). The solvent is C(C)O (ethanol), C(C)O (ethanol). Conditions: temperature 55 celsius, time 1 hour. The product is ClC1=CC=C(C(=O)NC2(CCN(CC2)CC2=CC(=C(C=C2)Cl)OCC)C(=O)N)C=C1 (4-(4-Chloro-benzoylamino)-1-(4-chloro-3-ethoxy-benzyl)-piperidine-4-carboxylic acid amide). The yield is 14.4%. Reaction SMILES: Cl.[Cl:2][C:3]1[CH:19]=[CH:18][C:6]([C:7]([NH:9][C:10]2([C:16]#[N:17])[CH2:15][CH2:14][NH:13][CH2:12][CH2:11]2)=[O:8])=[CH:5][CH:4]=1.C(O)(=[O:22])C.C(N(C(C)C)C(C)C)C.[Cl:33][C:34]1[CH:41]=[CH:40][C:37]([CH:38]=O)=[CH:36][C:35]=1[O:42][CH2:43][CH3:44].C([BH3-])#N.[Na+]>C(O)C>[Cl:2][C:3]1[CH:19]=[CH:18][C:6]([C:7]([NH:9][C:10]2([C:16]([NH2:17])=[O:22])[CH2:11][CH2:12][N:13]([CH2:38][C:37]3[CH:40]=[CH:41][C:34]([Cl:33])=[C:35]([O:42][CH2:43][CH3:44])[CH:36]=3)[CH2:14][CH2:15]2)=[O:8])=[CH:5][CH:4]=1 |f:0.1,5.6|. Procedure details: To a solution of 4-chloro-N-(4-cyano-piperidin-4-yl)-benzamide hydrochloride (45.03 mg, 0.15 mmol, 1.0 equiv) in ethanol (1 mL), acetic acid (72.1 mg, 1.2 mmol, 8.0 equiv) and N-ethyl diisopropylamine (77.6 mg, 0.6 mmol, 4.0 equiv) was added 4-chloro-3-ethoxy-benzaldehyde (33.2 mg, 0.18 mmol, 1.2 equiv; intermediate B1) and the mixture stirred at 55° C. After 1 h, sodium cyanoborohydride (47.1 mg, 0.75 mmol, 5.0 equiv), dissolved in ethanol (0.5 mL), was added and the mixture stirred at 55° C. o...